From a dataset of the Open Reaction Database (ORD), a public repository of structured organic reaction records. describe an organic reaction: reactants, conditions, products, and yield Reactants: C(C)(=O)S[C@H]1CC2C(C[C@H]3[C@@H]4CCC([C@@]4(C)CC[C@@H]3[C@]2(CC1)C)=O)=C (3α-acetylthio-6-methyleneandrostan-17-one), NaH2PO4. Run in CO (MeOH), [OH-].[Na+] (NaOH). Product: S[C@H]1CC2C(C[C@H]3[C@@H]4CCC([C@@]4(C)CC[C@@H]3[C@]2(CC1)C)=O)=C (3α-Mercapto-6-methyleneandrostane-17-one). Isolated yield 99.7%. Reaction SMILES: C([S:4][C@@H:5]1[CH2:22][CH2:21][C@@:20]2([CH3:23])[CH:7]([C:8](=[CH2:25])[CH2:9][C@@H:10]3[C@@H:19]2[CH2:18][CH2:17][C@@:15]2([CH3:16])[C@H:11]3[CH2:12][CH2:13][C:14]2=[O:24])[CH2:6]1)(=O)C>CO.[OH-].[Na+]>[SH:4][C@@H:5]1[CH2:22][CH2:21][C@@:20]2([CH3:23])[CH:7]([C:8](=[CH2:25])[CH2:9][C@@H:10]3[C@@H:19]2[CH2:18][CH2:17][C@@:15]2([CH3:16])[C@H:11]3[CH2:12][CH2:13][C:14]2=[O:24])[CH2:6]1 |f:2.3|. Procedure: To a solution of 3α-acetylthio-6-methyleneandrostan-17-one (210 mg) in MeOH (3 mL), 1N NaOH (0.6 mL) was added. After 1 h at room temperature 5% NaH2PO4 aqueous solution was added and the mixture extracted with Et2O (2×20 mL). The combined organic extracts were washed with brine, dried over Na2SO4 and evaporated to dryness to give the title compound (185 mg, 100%). Reactants: C(C=C)S (allyl mercaptan), C[O-].[Na+] (sodium methoxide), COC(CCCCl)=O (methyl-4-chlorobutyrate), COC(CCCCl)=O (methyl-4-chlorobutyrate), COC(CCCCl)=O (methyl-4-chlorobutyrate), C[O-].[Na+] (sodium methoxide), C(C=C)S (allyl mercaptan), C(C=C)S (allyl mercaptan), C[O-].[Na+] (sodium methoxide). Solvent: O (water). Product: COC(CCCSCC=C)=O (Methyl-4-(Allylthio)Butyrate). RXN SMILES: [CH3:1][O:2][C:3](=[O:8])[CH2:4][CH2:5][CH2:6]Cl.C[O-].[Na+].[CH2:12]([SH:15])[CH:13]=[CH2:14]>O>[CH3:1][O:2][C:3](=[O:8])[CH2:4][CH2:5][CH2:6][S:15][CH2:12][CH:13]=[CH2:14] |f:1.2|. Procedure details: Into a 1 liter flask equipped with cooling bath, thermometer, reflux condenser and additional funnel as well as electric stirrer is placed 68.2 grams of methyl-4-chlorobutyrate. The methyl-4-chlorobutyrate is cooled to 20° C. The mixture of sodium methoxide and allyl mercaptan is added to the addition funnel. Over a period of 0.5 hours while maintaining the pot temperature at 20°-30° C., the mixture of allyl mercaptan and sodium methoxide is added slowly to the methyl-4-chlorobutyrate with stirr... Reactants: [Cl-].[Al+3].[Cl-].[Cl-] (aluminum chloride), FC1=C(C(=O)Cl)C=CC=C1 (2-fluorobenzoyl chloride), ClC1=C(OCC(=O)O)C=CC=C1Cl (2,3-dichlorophenoxyacetic acid), ice water, Cl (hydrochloric acid). The solvent is C(=S)=S (carbon disulfide). Product: ClC1=C(OCC(=O)O)C=CC(=C1Cl)C(C1=C(C=CC=C1)F)=O (2,3-dichloro-4-(2-fluorobenzoyl)phenoxyacetic acid). As a reaction SMILES: [Cl-].[Al+3].[Cl-].[Cl-].[F:5][C:6]1[CH:14]=[CH:13][CH:12]=[CH:11][C:7]=1[C:8](Cl)=[O:9].[Cl:15][C:16]1[C:26]([Cl:27])=[CH:25][CH:24]=[CH:23][C:17]=1[O:18][CH2:19][C:20]([OH:22])=[O:21].Cl>C(=S)=S>[Cl:15][C:16]1[C:26]([Cl:27])=[C:25]([C:8](=[O:9])[C:7]2[CH:11]=[CH:12][CH:13]=[CH:14][C:6]=2[F:5])[CH:24]=[CH:23][C:17]=1[O:18][CH2:19][C:20]([OH:22])=[O:21] |f:0.1.2.3|. Procedure details: To a mixture of 12.5 g of aluminum chloride and 45 ml of carbon disulfide there is added dropwise 7.1 g of 2-fluorobenzoyl chloride while maintaining the temperature below 0° C. This low temperature is maintained for 1.5 hours. While maintaining this same low temperature, 5 g of 2,3-dichlorophenoxyacetic acid is added incrementally. After addition is complete, the reaction mixture is maintained at this low temperature for 30 minutes and then permitted to reach ambient temperature after which it ... Reactants: ClC=1OC(=C(N1)C1=CC=C(C=C1)Cl)CCCOC1=C(C=CC=C1)OC (2-chloro-4-(4-chlorophenyl)-5-[3-(2-methoxyphenoxy)propyl]oxazole), C1(=CC=CC=C1)N1CCNCC1 (1-phenylpiperazine), CC(CC)=O (2-butanone). Run in O (water). Yields the product ClC1=CC=C(C=C1)C=1N=C(OC1CCCOC1=C(C=CC=C1)OC)N1CCN(CC1)C1=CC=CC=C1 (4-(4-chlorophenyl)-5-[3-(2-methoxyphenoxy)propyl]-2-(4-phenyl-1-piperazinyl)oxazole), oil. Yield: 33.0%. As a reaction SMILES: Cl[C:2]1[O:3][C:4]([CH2:14][CH2:15][CH2:16][O:17][C:18]2[CH:23]=[CH:22][CH:21]=[CH:20][C:19]=2[O:24][CH3:25])=[C:5]([C:7]2[CH:12]=[CH:11][C:10]([Cl:13])=[CH:9][CH:8]=2)[N:6]=1.[C:26]1([N:32]2[CH2:37][CH2:36][NH:35][CH2:34][CH2:33]2)[CH:31]=[CH:30][CH:29]=[CH:28][CH:27]=1.CC(=O)CC>O>[Cl:13][C:10]1[CH:11]=[CH:12][C:7]([C:5]2[N:6]=[C:2]([N:35]3[CH2:36][CH2:37][N:32]([C:26]4[CH:31]=[CH:30][CH:29]=[CH:28][CH:27]=4)[CH2:33][CH2:34]3)[O:3][C:4]=2[CH2:14][CH2:15][CH2:16][O:17][C:18]2[CH:23]=[CH:22][CH:21]=[CH:20][C:19]=2[O:24][CH3:25])=[CH:8][CH:9]=1. Reported procedure: A mixture of 2-chloro-4-(4-chlorophenyl)-5-[3-(2-methoxyphenoxy)propyl]oxazole (378 mg), 1-phenylpiperazine (810 mg) and 2-butanone (15 ml) was stirred with heating under reflux for 12 hours. The reaction mixture was poured into water (100 ml) and extracted with ethyl acetate (150 ml×2). The organic layer was washed with a 10% aqueous solution of citric acid (100 ml), dried over anhydrous magnesium sulfate and concentrated. The residue was subjected to silica gel column chromatography, and 4-(4-...